Task: describe an organic reaction: reactants, conditions, products, and yield. Dataset: the Open Reaction Database (ORD), a public repository of structured organic reaction records The reactants are O=C([O-])O, CCCN(C)C(=O)c1cc(CO)cc(C(=O)OCC)c1, COCCN(CCOC)S(F)(F)F, ClCCl, [Na+]. The product is CCCN(C)C(=O)c1cc(CF)cc(C(=O)OCC)c1. RXN SMILES: [C:34](=[O:35])([OH:36])[O-:37].[CH2:14]([CH3:15])[O:16][C:17]([c:18]1[cH:19][c:20]([C:21](=[O:22])[N:23]([CH2:24][CH2:25][CH3:26])[CH3:27])[cH:28][c:29]([CH2:31][OH:32])[cH:30]1)=[O:33].[CH3:1][O:2][CH2:3][CH2:4][N:5]([S:6]([F:7])([F:8])[F:11])[CH2:9][CH2:10][O:12][CH3:13].[Cl:39][CH2:40][Cl:41].[Na+:38]>>[F:11][CH2:31][c:29]1[cH:28][c:20]([C:21](=[O:22])[N:23]([CH2:24][CH2:25][CH3:26])[CH3:27])[cH:19][c:18]([C:17]([O:16][CH2:14][CH3:15])=[O:33])[cH:30]1. Reactants: 193B, C(C)(C)(C)OC(=O)N1C[C@H]([C@H](CC1)N1C(CCC1)=O)C ((cis)-3-methyl-4-(2-oxo-pyrrolidin-1-yl)-piperidine-1-carboxylic acid tert-butyl ester), [H-].[Al+3].[Li+].[H-].[H-].[H-] (lithium aluminium hydride), Cl (hydrochloric acid). The solvent is O1CCOCC1 (dioxane). The product is Cl.Cl.C[C@@H]1CNCC[C@@H]1N1CCCC1 ((cis)-3-Methyl-4-pyrrolidin-1-yl-piperidine dihydrochloride). RXN SMILES: C(OC([N:8]1[CH2:13][CH2:12][C@H:11]([N:14]2[CH2:18][CH2:17][CH2:16][C:15]2=O)[C@H:10]([CH3:20])[CH2:9]1)=O)(C)(C)C.[H-].[Al+3].[Li+].[H-].[H-].[H-].[ClH:27]>O1CCOCC1>[ClH:27].[ClH:27].[CH3:20][C@H:10]1[C@@H:11]([N:14]2[CH2:18][CH2:17][CH2:16][CH2:15]2)[CH2:12][CH2:13][NH:8][CH2:9]1 |f:1.2.3.4.5.6,9.10.11|. Procedure: The title compound was prepared in analogy to 193B, by reduction of (cis)-3-methyl-4-(2-oxo-pyrrolidin-1-yl)-piperidine-1-carboxylic acid tert-butyl ester (Example 195B) with lithium aluminium hydride and subsequent deprotection with 4M hydrochloric acid in dioxane. MS: 169.2 (MH+). Starting materials: C(C1=CC=CC=C1)Br (Benzyl bromide), OC1=CC=C(C=C1)CCO (2-(4-Hydroxyphenyl)-ethanol), ( 5 ), [OH-].[K+] (potassium hydroxide), C1CCOC1 (THF). The reagents and catalysts are [Br-].C(CCC)[N+](CCCC)(CCCC)CCCC (tetrabutyl ammonium bromide). Conditions: time 1.5 hour. The product is C(C1=CC=CC=C1)OC1=CC=C(CCCCO)C=C1 (4-benzyloxy-(2-phenethyl ethanol)), ( 7 ). As a reaction SMILES: [OH:1][C:2]1[CH:7]=[CH:6][C:5]([CH2:8][CH2:9]O)=[CH:4][CH:3]=1.[OH-].[K+].[CH2:13](Br)[C:14]1[CH:19]=[CH:18][CH:17]=[CH:16][CH:15]=1.C1C[O:24][CH2:23][CH2:22]1>[Br-].C([N+](CCCC)(CCCC)CCCC)CCC>[CH2:13]([O:1][C:2]1[CH:3]=[CH:4][C:5]([CH2:8][CH2:9][CH2:22][CH2:23][OH:24])=[CH:6][CH:7]=1)[C:14]1[CH:19]=[CH:18][CH:17]=[CH:16][CH:15]=1 |f:1.2,5.6|. Reported procedure: In a 250 ml reaction flask 2-(4-Hydroxyphenyl)-ethanol of formula, (5) (10 g, 0.07246 mol), potassium hydroxide (6.1 g, 0.1087 mol) and catalytic amount of phase transfer catalyst tetrabutyl ammonium bromide (0.150 g) was disssolved in 65 ml of THF. Stirred it for 1.5 hr. Benzyl bromide (8.6 ml, 0.07246 mol), was added to the reaction mixture dropwise. Stirred the reaction mixture at room temperature for 4 hrs. The progress of reaction was cheked by TLC. Filtered the reaction mixture and concent...